This data is from the Open Reaction Database (ORD), a public repository of structured organic reaction records. The task is: describe an organic reaction: reactants, conditions, products, and yield Starting materials: O=C([O-])[O-], CCCCBr, CS(C)=O, CC(c1ccc(-c2ccccc2F)cc1)S(=O)CC(=O)O, [K+], [K+], O. The product is CCCCOC(=O)CS(=O)C(C)c1ccc(-c2ccccc2F)cc1. Reaction SMILES: [C:22](=[O:23])([O-:24])[O-:25].[CH2:28]([CH2:29][CH2:30][CH3:31])[Br:32].[CH3:33][S:34](=[O:35])[CH3:36].[F:1][c:2]1[c:3](-[c:8]2[cH:9][cH:10][c:11]([CH:14]([CH3:15])[S:16](=[O:17])[CH2:18][C:19](=[O:20])[OH:21])[cH:12][cH:13]2)[cH:4][cH:5][cH:6][cH:7]1.[K+:26].[K+:27].[OH2:37]>>[F:1][c:2]1[c:3](-[c:8]2[cH:9][cH:10][c:11]([CH:14]([CH3:15])[S:16](=[O:17])[CH2:18][C:19]([O:20][CH2:28][CH2:29][CH2:30][CH3:31])=[O:21])[cH:12][cH:13]2)[cH:4][cH:5][cH:6][cH:7]1.